describe an organic reaction: reactants, conditions, products, and yield From a dataset of the Open Reaction Database (ORD), a public repository of structured organic reaction records. Starting materials: OCCc1ccccc1Br, COCCOC, [Na+], O=C([O-])O, O, [Pd], c1ccc(P(c2ccccc2)c2ccccc2)cc1, c1ccc(P(c2ccccc2)c2ccccc2)cc1, c1ccc(P(c2ccccc2)c2ccccc2)cc1, c1ccc(P(c2ccccc2)c2ccccc2)cc1, OB(O)c1cccs1. The product is OCCc1ccccc1-c1cccs1. RXN SMILES: [Br:1][c:2]1[c:3]([CH2:4][CH2:5][OH:6])[cH:7][cH:8][cH:9][cH:10]1.[CH3:24][O:25][CH2:26][CH2:27][O:28][CH3:29].[Na+:23].[O-:19][C:20]([OH:21])=[O:22].[OH2:30].[Pd:31].[c:32]1([P:33]([c:34]2[cH:35][cH:36][cH:37][cH:38][cH:39]2)[c:40]2[cH:41][cH:42][cH:43][cH:44][cH:45]2)[cH:46][cH:47][cH:48][cH:49][cH:50]1.[c:51]1([P:52]([c:53]2[cH:54][cH:55][cH:56][cH:57][cH:58]2)[c:59]2[cH:60][cH:61][cH:62][cH:63][cH:64]2)[cH:65][cH:66][cH:67][cH:68][cH:69]1.[c:70]1([P:71]([c:72]2[cH:73][cH:74][cH:75][cH:76][cH:77]2)[c:78]2[cH:79][cH:80][cH:81][cH:82][cH:83]2)[cH:84][cH:85][cH:86][cH:87][cH:88]1.[c:89]1([P:90]([c:91]2[cH:92][cH:93][cH:94][cH:95][cH:96]2)[c:97]2[cH:98][cH:99][cH:100][cH:101][cH:102]2)[cH:103][cH:104][cH:105][cH:106][cH:107]1.[s:11]1[c:12]([B:16]([OH:17])[OH:18])[cH:13][cH:14][cH:15]1>>[c:2]1(-[c:12]2[s:11][cH:15][cH:14][cH:13]2)[c:3]([CH2:4][CH2:5][OH:6])[cH:7][cH:8][cH:9][cH:10]1. Starting materials: CCCCCCCCCCCCCCNC(=O)C(CC(=O)OCc1ccccc1)NC(=O)CCCCCNC(=O)CCCCCNS(C)(=O)=O, CO. The product is CCCCCCCCCCCCCCNC(=O)C(CC(=O)O)NC(=O)CCCCCNC(=O)CCCCCNS(C)(=O)=O. As a reaction SMILES: [CH2:1]([c:2]1[cH:3][cH:4][cH:5][cH:6][cH:7]1)[O:8][C:9]([CH2:10][CH:11]([C:12]([NH:13][CH2:14][CH2:15][CH2:16][CH2:17][CH2:18][CH2:19][CH2:20][CH2:21][CH2:22][CH2:23][CH2:24][CH2:25][CH2:26][CH3:27])=[O:28])[NH:29][C:30]([CH2:31][CH2:32][CH2:33][CH2:34][CH2:35][NH:36][C:37]([CH2:38][CH2:39][CH2:40][CH2:41][CH2:42][NH:43][S:44](=[O:45])(=[O:46])[CH3:47])=[O:48])=[O:49])=[O:50].[CH3:51][OH:52]>>[O:8]=[C:9]([CH2:10][CH:11]([C:12]([NH:13][CH2:14][CH2:15][CH2:16][CH2:17][CH2:18][CH2:19][CH2:20][CH2:21][CH2:22][CH2:23][CH2:24][CH2:25][CH2:26][CH3:27])=[O:28])[NH:29][C:30]([CH2:31][CH2:32][CH2:33][CH2:34][CH2:35][NH:36][C:37]([CH2:38][CH2:39][CH2:40][CH2:41][CH2:42][NH:43][S:44](=[O:45])(=[O:46])[CH3:47])=[O:48])=[O:49])[OH:50]. Starting materials: BrC1=CC=C2C=C(C(=C(C2=C1)C1=CC=C(C=C1)Cl)C(C(=O)OCC)OC(C)(C)C)C (ethyl 2-(7-bromo-1-(4-chlorophenyl)-3-methylnaphthalen-2-yl)-2-tert-butoxyacetate), C(#C)C1CCCC1 (ethynylcyclopentane). Product: C(C)(C)(C)OC(C(=O)O)C1=C(C2=CC(=CC=C2C=C1C)C#CC1CCCC1)C1=CC=C(C=C1)Cl (2-tert-Butoxy-2-(1-(4-chlorophenyl)-7-(cyclopentylethynyl)-3-methylnaphthalen-2-yl)acetic acid). Procedure: 2-tert-Butoxy-2-(1-(4-chlorophenyl)-7-(cyclopentylethynyl)-3-methylnaphthalen-2-yl)acetic acid (74) was prepared by the method of Example 67 from ethyl 2-(7-bromo-1-(4-chlorophenyl)-3-methylnaphthalen-2-yl)-2-tert-butoxyacetate using ethynylcyclopentane. RXN SMILES: Br[C:2]1[CH:11]=[C:10]2[C:5]([CH:6]=[C:7]([CH3:30])[C:8]([CH:19]([O:25][C:26]([CH3:29])([CH3:28])[CH3:27])[C:20]([O:22]CC)=[O:21])=[C:9]2[C:12]2[CH:17]=[CH:16][C:15]([Cl:18])=[CH:14][CH:13]=2)=[CH:4][CH:3]=1.[C:31]([CH:33]1[CH2:37][CH2:36][CH2:35][CH2:34]1)#[CH:32]>>[C:26]([O:25][CH:19]([C:8]1[C:7]([CH3:30])=[CH:6][C:5]2[C:10](=[CH:11][C:2]([C:32]#[C:31][CH:33]3[CH2:37][CH2:36][CH2:35][CH2:34]3)=[CH:3][CH:4]=2)[C:9]=1[C:12]1[CH:17]=[CH:16][C:15]([Cl:18])=[CH:14][CH:13]=1)[C:20]([OH:22])=[O:21])([CH3:27])([CH3:29])[CH3:28]. Starting materials: ClC(C#N)C (2-chloropropionitrile), N1N=CN=C1 (1,2,4-triazole), C[O-].[Na+] (sodium methoxide), CO (methanol). Solvent: CN(C=O)C (dimethylforamide), CN(C=O)C (dimethylforamide). Reaction conditions: temperature 0 celsius. Product: C(#N)C(C)N1N=CN=C1 (1-cyano-1-(1,2,4-triazol-1-yl)ethane). Yield: 70.2%. As a reaction SMILES: [NH:1]1[CH:5]=[N:4][CH:3]=[N:2]1.C[O-].[Na+].CO.Cl[CH:12]([CH3:15])[C:13]#[N:14]>CN(C)C=O>[C:13]([CH:12]([N:1]1[CH:5]=[N:4][CH:3]=[N:2]1)[CH3:15])#[N:14] |f:1.2|. Reported procedure: In this example, a mixture containing 13.47 gms (0.195 mole) of 1,2,4-triazole and 10.53 gms (0.195 mole) of sodium methoxide in 200 mls of dimethylforamide was refluxed until no further evolution of the methanol by-product was observed. The reaction mixture was then cooled to 0° C. and then 19.23 gms of 2-chloropropionitrile dissolved in 25 mls of dimethylforamide were added dropwise with stirring. The mixture was then stirred overnight (about 12 to 14 hours) at room temperature and then filter... Starting materials: COc1cc(O)ccc1-c1nc2ncncc2[nH]1, CS(=O)(=O)O, [Cl-]. Product: COc1cc(OS(C)(=O)=O)ccc1-c1nc2ncncc2[nH]1. Reaction SMILES: [CH3:1][O:2][c:3]1[c:4](-[c:10]2[n:11][c:12]3[n:13][cH:14][n:15][cH:16][c:17]3[nH:18]2)[cH:5][cH:6][c:7]([OH:9])[cH:8]1.[CH3:20][S:21](=[O:22])(=[O:23])[OH:24].[Cl-:19]>>[CH3:1][O:2][c:3]1[c:4](-[c:10]2[n:11][c:12]3[n:13][cH:14][n:15][cH:16][c:17]3[nH:18]2)[cH:5][cH:6][c:7]([O:9][S:21]([CH3:20])(=[O:22])=[O:23])[cH:8]1. RXN SMILES: [CH3:2][O:3][C:4]([CH2:5][CH2:6][c:7]1[cH:8][c:9]([CH2:13][NH2:14])[cH:10][cH:11][cH:12]1)=[O:15].[CH3:30][OH:31].[ClH:1].[c:16]1(-[c:24]2[cH:25][cH:26][cH:27][cH:28][cH:29]2)[cH:17][cH:18][c:19]([CH:22]=[O:23])[cH:20][cH:21]1>>[CH3:2][O:3][C:4]([CH2:5][CH2:6][c:7]1[cH:8][c:9]([CH2:13][NH:14][CH2:22][c:19]2[cH:18][cH:17][c:16](-[c:24]3[cH:25][cH:26][cH:27][cH:28][cH:29]3)[cH:21][cH:20]2)[cH:10][cH:11][cH:12]1)=[O:15]. Yields the product COC(=O)CCc1cccc(CNCc2ccc(-c3ccccc3)cc2)c1. The reactants are COC(=O)CCc1cccc(CN)c1, CO, Cl, O=Cc1ccc(-c2ccccc2)cc1.